Task: describe an organic reaction: reactants, conditions, products, and yield. Dataset: the Open Reaction Database (ORD), a public repository of structured organic reaction records Reactants: compound 5, P(=O)([O-])([O-])[O-] (phosphate), compounds 5, P(=O)([O-])([O-])[O-] (phosphate), enzyme/inhibitor mixture, C1=C(C=CC2=CC=CC=C12)NC([C@@H](N)CC(C)C)=O ((L)-leucine-β-napthylamide). Solvent: CS(=O)C (dimethylsulfoxide). Conditions: time 72 hour. Product: N[C@@H](CC(C)C)C(=O)O (leucine). RXN SMILES: P([O-])([O-])([O-])=[O:2].C1C2C(=CC=CC=2)C=CC=1N[C:17](=[O:24])[C@H:18]([CH2:20][CH:21]([CH3:23])[CH3:22])[NH2:19]>CS(C)=O>[NH2:19][C@H:18]([C:17]([OH:24])=[O:2])[CH2:20][CH:21]([CH3:22])[CH3:23]. Procedure details: Assay mixtures were prepared containing 0.613 μg LAPM, 10 μg/mL bovine serum albumin (BSA). 0.1M phosphate buffer, pH 7.2, in a total volume of 2.7 mL. Measured amounts of compounds 5 to be tested for inhibitory activity were added in additional 0.1M phosphate buffer to a total volume of 3 mL. After 72 hours at 0°-5°, 1 mL of the enzyme/inhibitor mixture was treated with 4 μL of 0.2M (L)-leucine-β-napthylamide in dimethylsulfoxide, and the rate of increase of fluorescence at 410 nm, while exciti... The reactants are C(=C)C1=C(C=CC=C1)C=C (divinylbenzene), C(=C)C1=C(C=CC=C1)C=C (divinylbenzene), C1=CC=CC=C1 (benzene), BrBr (bromine), BrBr (bromine). Run at temperature 0 celsius. Product: C(=C)C1=CC=C(C=C1)C=C (1,4-divinylbenzene). Isolated yield 80.0%. Reaction SMILES: C([C:3]1[CH:8]=[CH:7][CH:6]=[CH:5][C:4]=1[CH:9]=[CH2:10])=C.BrBr.[CH:13]1C=CC=C[CH:14]=1>>[CH:9]([C:4]1[CH:3]=[CH:8][C:7]([CH:13]=[CH2:14])=[CH:6][CH:5]=1)=[CH2:10]. Procedure details: Pure 1,4-divinylbenzene (1,4-DVB) monomer was isolated from commercially available divinylbenzene mixture (Aldrich Chemical Co.), containing about 60 wt. % divinylbenzene and having a mole ratio between the 1,3- and 1,4-isomer of about 1 to 2.5, by a bromination-debromination method. In a 1 L flask equipped with a magnetic stirring bar, 230 ml of the commercial divinylbenzene mixture was mixed with 500 ml of benzene. Under stirring and cooling at 0° C., 120 ml of bromine was dropwised into the m...